Task: describe an organic reaction: reactants, conditions, products, and yield. Dataset: the Open Reaction Database (ORD), a public repository of structured organic reaction records Reactants: C(C)(C)(C)OC(=O)N1C(=NC2=C1C=CC=C2)CN(C2CCCC=1C=CC=NC21)CC2=C(C=C(C=C2)C#N)C(=O)OC (2-{[(4-cyano-2-methoxycarbonyl-benzyl)-(5,6,7,8-tetrahydro-quinolin-8-yl)-amino]-methyl}-benzoimidazole-1-carboxylic acid tert-butyl ester), CO (MeOH). The reagents and catalysts are [Ni] (Raney® nickel). Run in N (NH3). Product: COC(C1=C(C=CC(=C1)CN)CN(C1CCCC=2C=CC=NC12)CC1=NC2=C(N1)C=CC=C2)=O (5-Aminomethyl-2-{[(1H-benzoimidazol-2-ylmethyl)-(5,6,7,8-tetrahydro-quinolin-8-yl)-amino]-methyl}-benzoic acid methyl ester). The yield is 70.8%. As a reaction SMILES: C(OC([N:8]1[C:12]2[CH:13]=[CH:14][CH:15]=[CH:16][C:11]=2[N:10]=[C:9]1[CH2:17][N:18]([CH2:29][C:30]1[CH:35]=[CH:34][C:33]([C:36]#[N:37])=[CH:32][C:31]=1[C:38]([O:40][CH3:41])=[O:39])[CH:19]1[C:28]2[N:27]=[CH:26][CH:25]=[CH:24][C:23]=2[CH2:22][CH2:21][CH2:20]1)=O)(C)(C)C.CO>N.[Ni]>[CH3:41][O:40][C:38](=[O:39])[C:31]1[CH:32]=[C:33]([CH2:36][NH2:37])[CH:34]=[CH:35][C:30]=1[CH2:29][N:18]([CH2:17][C:9]1[NH:8][C:12]2[CH:13]=[CH:14][CH:15]=[CH:16][C:11]=2[N:10]=1)[CH:19]1[C:28]2[N:27]=[CH:26][CH:25]=[CH:24][C:23]=2[CH2:22][CH2:21][CH2:20]1. Procedure details: A solution of 2-{[(4-cyano-2-methoxycarbonyl-benzyl)-(5,6,7,8-tetrahydro-quinolin-8-yl)-amino]-methyl}-benzoimidazole-1-carboxylic acid tert-butyl ester (710 mg, 1.29 mmol) in saturated NH3(g)/MeOH (25 mL) was shaken at room temperature with a suspension of Raney® nickel (1.2 g) under hydrogen atmosphere (50 psi) for 17 h. The catalyst was removed by filtration over celite, and the filtrate was concentrated in vacuo. The crude material was filtered through silica gel (20:1:1 CH2Cl2/MeOH/NH4OH) t...